This data is from the Open Reaction Database (ORD), a public repository of structured organic reaction records. The task is: describe an organic reaction: reactants, conditions, products, and yield Reactants: [H-].[Na+] (sodium hydride), N1C=CC=C1 (pyrrole), [Cl-].[NH4+] (ammonium chloride), FC=1C=C(C=CC1F)[N+](=O)[O-] (3,4-difluoronitrobenzene). The solvent is C1CCOC1 (THF), C(C)(=O)OCC (ethyl acetate). Run at temperature 50 celsius. Product: FC=1C=C(C=CC1N1C=CC=C1)[N+](=O)[O-] (3-Fluoro-1-nitro-4-(1H-pyrrol-1-yl)benzene). Yield: 66.3%. As a reaction SMILES: [H-].[Na+].[NH:3]1[CH:7]=[CH:6][CH:5]=[CH:4]1.[F:8][C:9]1[CH:10]=[C:11]([N+:16]([O-:18])=[O:17])[CH:12]=[CH:13][C:14]=1F.[Cl-].[NH4+]>C1COCC1.C(OCC)(=O)C>[F:8][C:9]1[CH:10]=[C:11]([N+:16]([O-:18])=[O:17])[CH:12]=[CH:13][C:14]=1[N:3]1[CH:7]=[CH:6][CH:5]=[CH:4]1 |f:0.1,4.5|. Procedure details: A slurry of 403 mg (630 mg of 60% in oil, 15.75 mmol) of sodium hydride in 85 mL THF was treated with 1.01 g (1.04 mL, 15 mmol) of pyrrole, followed by warming at 50° C. foe 15 min. The solution was then treated with 2.51 g (1.74 mL, 15.75 mmol) of 3,4-difluoronitrobenzene, followed by warming at reflux for 18 h. The mixture was then cooled and treated with 10 mL saturated ammonium chloride solution. The mixture was diluted with ethyl acetate and extracted with water (2×). Drying (Na2SO4) and co... Starting materials: CC(C)C(NC(=O)OCc1ccccc1)C(=O)OCC(COC(=O)CCC(=O)O)OC(=O)C(NC(=O)OCc1ccccc1)C(C)C, CN(C)c1ccncc1, C(=NC1CCCCC1)=NC1CCCCC1, Nc1nc2c(ncn2C2CC(F)C(CO)O2)c(=O)[nH]1, CN(C)C=O, On1nnc2ccccc21. Product: CC(C)C(NC(=O)OCc1ccccc1)C(=O)OCC(COC(=O)CCC(=O)OCC1OC(n2cnc3c(=O)[nH]c(N)nc32)CC1F)OC(=O)C(NC(=O)OCc1ccccc1)C(C)C. RXN SMILES: [C:30](=[O:31])([O:32][CH2:33][c:34]1[cH:35][cH:36][cH:37][cH:38][cH:39]1)[NH:40][CH:41]([CH:42]([CH3:43])[CH3:44])[C:45](=[O:46])[O:47][CH:48]([CH2:49][O:50][C:51]([CH2:52][CH2:53][C:54](=[O:55])[OH:56])=[O:57])[CH2:58][O:59][C:60]([CH:61]([NH:62][C:63](=[O:64])[O:65][CH2:66][c:67]1[cH:68][cH:69][cH:70][cH:71][cH:72]1)[CH:73]([CH3:74])[CH3:75])=[O:76].[CH3:92][N:93]([c:94]1[cH:95][cH:96][n:97][cH:98][cH:99]1)[CH3:100].[CH:77]1([N:78]=[C:79]=[N:80][CH:81]2[CH2:82][CH2:83][CH2:84][CH2:85][CH2:86]2)[CH2:87][CH2:88][CH2:89][CH2:90][CH2:91]1.[F:1][CH:2]1[CH2:3][CH:4]([n:9]2[cH:10][n:11][c:12]3[c:13](=[O:14])[nH:15][c:16]([NH2:17])[n:18][c:19]23)[O:5][CH:6]1[CH2:7][OH:8].[O:101]=[CH:102][N:103]([CH3:104])[CH3:105].[OH:20][n:21]1[c:22]2[c:23]([cH:24][cH:25][cH:26][cH:27]2)[n:28][n:29]1>>[F:1][CH:2]1[CH2:3][CH:4]([n:9]2[cH:10][n:11][c:12]3[c:13](=[O:14])[nH:15][c:16]([NH2:17])[n:18][c:19]23)[O:5][CH:6]1[CH2:7][O:8][C:54]([CH2:53][CH2:52][C:51]([O:50][CH2:49][CH:48]([O:47][C:45]([CH:41]([NH:40][C:30](=[O:31])[O:32][CH2:33][c:34]1[cH:35][cH:36][cH:37][cH:38][cH:39]1)[CH:42]([CH3:43])[CH3:44])=[O:46])[CH2:58][O:59][C:60]([CH:61]([NH:62][C:63](=[O:64])[O:65][CH2:66][c:67]1[cH:68][cH:69][cH:70][cH:71][cH:72]1)[CH:73]([CH3:74])[CH3:75])=[O:76])=[O:57])=[O:55]. The reactants are FC1=C(CCl)C=CC=C1 (2-Fluorobenzyl chloride), NC(=S)N (thiourea), CO (methanol). The solvent is C(C)OCC (diethyl ether). The product is Cl.FC1=C(C[NH+]=C(S)N)C=CC=C1 (2-Fluorobenzyl thiouronium hydrochloride). Yield: 96.8%. RXN SMILES: [F:1][C:2]1[CH:9]=[CH:8][CH:7]=[CH:6][C:3]=1[CH2:4][Cl:5].[NH2:10][C:11]([NH2:13])=[S:12].CO>C(OCC)C>[ClH:5].[F:1][C:2]1[CH:9]=[CH:8][CH:7]=[CH:6][C:3]=1[CH2:4][NH+:10]=[C:11]([NH2:13])[SH:12] |f:4.5|. Procedure: 2-Fluorobenzyl chloride (125 g, 0.86 mole, Aldrich), thiourea (66 g, 0.87 mole) and 200 mL of methanol were refluxed for 2 hours under nitrogen. The reaction was cooled and the volume was reduced to ˜40 mL. The slurry was poured into 1 liter of diethyl ether. The resulting white solid was filtered and dried under vacuum to give 184.5 g (97 %) of the title compound as a white solid. The reactants are CC1(CCCC1)C(=O)OCC (Ethyl 1-methylcyclopentanecarboxylate), [OH-].[Na+] (NaOH), Cl.NO (hydroxylamine hydrochloride), C(C)#N (acetonitrile), [H-].[Na+] (NaH). The product is CC1(CCCC1)C1=NOC(=C1)N (3-(1-methylcyclopentyl)isoxazol-5-amine). The yield is 73.9%. As a reaction SMILES: [CH3:1][C:2]1([C:7](OCC)=O)[CH2:6][CH2:5][CH2:4][CH2:3]1.[C:12](#[N:14])[CH3:13].[H-].[Na+].[OH-:17].[Na+].Cl.[NH2:20]O>>[CH3:1][C:2]1([C:7]2[CH:13]=[C:12]([NH2:14])[O:17][N:20]=2)[CH2:3][CH2:4][CH2:5][CH2:6]1 |f:2.3,4.5,6.7|. Procedure details: Ethyl 1-methylcyclopentanecarboxylate (47 g, 301 mmol), acetonitrile (14.5 g, 363 mmol), NaH (18 g, 450 mmol), NaOH (6.8 g, 170 mmol) and hydroxylamine hydrochloride (4 g, 57 mmol) were sequentially combined by a procedure analogous to Example B10 to provide 3-(1-methylcyclopentyl)isoxazol-5-amine (7 g, 70% yield over 2 steps). 1H NMR (400 MHz, DMSO-d6): δ 6.41 (s, 2 H), 4.81 (s, 1 H), 1.91-1.86 (m, 2H), 1.67-1.48 (m, 6 H), 1.19 (s, 3 H); MS (ESI) m/z: 167.1 (M+H+). The reactants are O1CC12CCN(CC2)C2=C(C=C(C=C2)N2C(O[C@H](C2)CNC(C)=O)=O)F ((S)—N-{3-[4-(1-oxa-6-aza-spiro[2.5]oct-6-yl)-3-fluorophenyl]-2-oxo-oxazolidin-5-ylmethyl}-acetamide), Cl (hydrochloric acid). Run at temperature 55 celsius. Product: OC1(CCN(CC1)C1=C(C=C(C=C1)N1C(O[C@H](C1)CNC(C)=O)=O)F)CCl ((S)—N-{3-[4-(4-hydroxy-4-chloromethylpiperidin-1-yl)-3-fluorophenyl]-2-oxo-oxazolidin-5-ylmethyl}-acetamide). RXN SMILES: [O:1]1[C:3]2([CH2:8][CH2:7][N:6]([C:9]3[CH:14]=[CH:13][C:12]([N:15]4[CH2:19][C@H:18]([CH2:20][NH:21][C:22](=[O:24])[CH3:23])[O:17][C:16]4=[O:25])=[CH:11][C:10]=3[F:26])[CH2:5][CH2:4]2)[CH2:2]1.[ClH:27]>>[OH:1][C:3]1([CH2:2][Cl:27])[CH2:4][CH2:5][N:6]([C:9]2[CH:14]=[CH:13][C:12]([N:15]3[CH2:19][C@H:18]([CH2:20][NH:21][C:22](=[O:24])[CH3:23])[O:17][C:16]3=[O:25])=[CH:11][C:10]=2[F:26])[CH2:7][CH2:8]1. Reported procedure: A mixture of (S)—N-{3-[4-(1-oxa-6-aza-spiro[2.5]oct-6-yl)-3-fluorophenyl]-2-oxo-oxazolidin-5-ylmethyl}-acetamide (18.0 mmol) and aqueous hydrochloric acid was heated at a temperature 50-60° C. for 12 hours to provide crude (S)—N-{3-[4-(4-hydroxy-4-chloromethylpiperidin-1-yl)-3-fluorophenyl]-2-oxo-oxazolidin-5-ylmethyl}-acetamide which was purified by silica gel column chromatography and used further. Reactants: ClC1=CC=C(C(=O)NC=2SC=C(N2)CC(=O)O)C=C1 ([2-(4-chloro-benzoylamino)-thiazol-4-yl]-acetic acid), Cl.Cl.N1CCC(CC1)OC1=NC=CC=C1 (2-(piperidin-4-yloxy)-pyridine dihydrochloride). Product: ClC1=CC=C(C(=O)NC=2SC=C(N2)CC(N2CCC(CC2)OC2=NC=CC=C2)=O)C=C1 (4-chloro-N-(4-{2-oxo-2-[4-(pyridin-2-yloxy)-piperidin-1-yl]-ethyl}-thiazol-2-yl)-benzamide). RXN SMILES: [Cl:1][C:2]1[CH:19]=[CH:18][C:5]([C:6]([NH:8][C:9]2[S:10][CH:11]=[C:12]([CH2:14][C:15]([OH:17])=O)[N:13]=2)=[O:7])=[CH:4][CH:3]=1.Cl.Cl.[NH:22]1[CH2:27][CH2:26][CH:25]([O:28][C:29]2[CH:34]=[CH:33][CH:32]=[CH:31][N:30]=2)[CH2:24][CH2:23]1>>[Cl:1][C:2]1[CH:3]=[CH:4][C:5]([C:6]([NH:8][C:9]2[S:10][CH:11]=[C:12]([CH2:14][C:15](=[O:17])[N:22]3[CH2:27][CH2:26][CH:25]([O:28][C:29]4[CH:34]=[CH:33][CH:32]=[CH:31][N:30]=4)[CH2:24][CH2:23]3)[N:13]=2)=[O:7])=[CH:18][CH:19]=1 |f:1.2.3|. Reported procedure: In analogy to example 1.3, [2-(4-chloro-benzoylamino)-thiazol-4-yl]-acetic acid (example 1.2) was coupled with 2-(piperidin-4-yloxy)-pyridine dihydrochloride (CAS 313490-36-7) to give 4-chloro-N-(4-{2-oxo-2-[4-(pyridin-2-yloxy)-piperidin-1-yl]-ethyl}-thiazol-2-yl)-benzamide, using general procedure C. White amorphous solid. MS 457.6 ([M+H]+) Procedure details: Reaction of 3-phenoxythiophen-2-carboxaldehyde and thien-2-ylsulfonylacetonitrile as in Example 1 gave (E)-3-(3-phenoxythien-2-yl)-2-(thien-2-ylsulfonyl)acrylonitrile Product: O(C1=CC=CC=C1)C1=C(SC=C1)/C=C(\C#N)/S(=O)(=O)C=1SC=CC1 ((E)-3-(3-phenoxythien-2-yl)-2-(thien-2-ylsulfonyl)acrylonitrile). As a reaction SMILES: [O:1]([C:8]1[CH:12]=[CH:11][S:10][C:9]=1[CH:13]=O)[C:2]1[CH:7]=[CH:6][CH:5]=[CH:4][CH:3]=1.[S:15]1[CH:19]=[CH:18][CH:17]=[C:16]1[S:20]([CH2:23][C:24]#[N:25])(=[O:22])=[O:21]>>[O:1]([C:8]1[CH:12]=[CH:11][S:10][C:9]=1/[CH:13]=[C:23](/[S:20]([C:16]1[S:15][CH:19]=[CH:18][CH:17]=1)(=[O:22])=[O:21])\[C:24]#[N:25])[C:2]1[CH:7]=[CH:6][CH:5]=[CH:4][CH:3]=1. The reactants are O(C1=CC=CC=C1)C1=C(SC=C1)C=O (3-phenoxythiophen-2-carboxaldehyde), S1C(=CC=C1)S(=O)(=O)CC#N (thien-2-ylsulfonylacetonitrile). Reactants: C, CC(C)(C)OC(=O)NC12CCCC1CN(C(=O)OCc1ccccc1)C2, CO, [H][H], [Pd]. Yields the product CC(C)(C)OC(=O)NC12CCCC1CNC2. RXN SMILES: [C:29].[CH2:1]([O:2][C:3](=[O:4])[N:11]1[CH2:12][C:13]2([NH:19][C:20](=[O:21])[O:22][C:23]([CH3:24])([CH3:25])[CH3:26])[CH2:14][CH2:15][CH2:16][CH:17]2[CH2:18]1)[c:5]1[cH:6][cH:7][cH:8][cH:9][cH:10]1.[CH3:31][OH:32].[H:27][H:28].[Pd:30]>>[NH:11]1[CH2:12][C:13]2([NH:19][C:20](=[O:21])[O:22][C:23]([CH3:24])([CH3:25])[CH3:26])[CH2:14][CH2:15][CH2:16][CH:17]2[CH2:18]1.